From a dataset of the Open Reaction Database (ORD), a public repository of structured organic reaction records. describe an organic reaction: reactants, conditions, products, and yield Reactants: COC(C(=O)O)(c1ccccc1)C(F)(F)F, C=CCOc1ccc(CC(N)C(=O)OC)cc1, C(=NC1CCCCC1)=NC1CCCCC1, ClCCl. The product is COC(C(N)=O)(c1ccccc1)C(F)(F)F. As a reaction SMILES: [CH3:18][O:19][C:20]([C:21](=[O:22])[OH:23])([c:24]1[cH:25][cH:26][cH:27][cH:28][cH:29]1)[C:30]([F:31])([F:32])[F:33].[CH3:1][O:2][C:3](=[O:4])[CH:6]([NH2:5])[CH2:7][c:8]1[cH:9][cH:10][c:11]([O:12][CH2:13][CH:14]=[CH2:15])[cH:16][cH:17]1.[CH:34]1([N:35]=[C:36]=[N:37][CH:38]2[CH2:39][CH2:40][CH2:41][CH2:42][CH2:43]2)[CH2:44][CH2:45][CH2:46][CH2:47][CH2:48]1.[Cl:49][CH2:50][Cl:51]>>[NH2:5][C:21]([C:20]([O:19][CH3:18])([c:24]1[cH:25][cH:26][cH:27][cH:28][cH:29]1)[C:30]([F:31])([F:32])[F:33])=[O:22]. Reaction SMILES: [CH2:21]1[O:22][CH2:23][CH2:24][CH2:25]1.[I:1][c:2]1[cH:3][c:4]([C:5](=[O:6])[OH:7])[cH:8][cH:9][c:10]1[CH3:11].[O:16]=[CH:17][N:18]([CH3:19])[CH3:20].[S:12]([Cl:13])([Cl:14])=[O:15]>>[I:1][c:2]1[cH:3][c:4]([C:5](=[O:6])[Cl:14])[cH:8][cH:9][c:10]1[CH3:11]. Starting materials: C1CCOC1, Cc1ccc(C(=O)O)cc1I, CN(C)C=O, O=S(Cl)Cl. Product: Cc1ccc(C(=O)Cl)cc1I. The reactants are S1C(=CC=C1)[Mg]Br (2-thienylmagnesium bromide), [OH-].[NH4+] (ammonium hydroxide), ClC(C(=O)O)(Cl)Cl (Trichloracetic acid), [N-]=[N+]=[N-].[Na+] (Sodium azide). Solvent: C(Cl)(Cl)Cl (chloroform), C(Cl)(Cl)Cl (chloroform). Run at temperature 10 celsius, time 48 hour. Yields the product S1C(=CC=C1)C1(CCCCC1)N=[N+]=[N-] (1-(2-thienyl)-cyclohexylazide). Reaction SMILES: Cl[C:2](Cl)(Cl)[C:3](O)=O.[N-:8]=[N+:9]=[N-:10].[Na+].[S:12]1[CH:16]=[CH:15][CH:14]=[C:13]1[Mg]Br.[OH-].[NH4+]>C(Cl)(Cl)Cl>[S:12]1[CH:16]=[CH:15][CH:14]=[C:13]1[C:2]1([N:8]=[N+:9]=[N-:10])[CH2:3][CH2:16][CH2:15][CH2:14][CH2:13]1 |f:1.2,4.5|. Procedure: Trichloracetic acid (31.9 g, 195 mmoles) is dissolved in chloroform (200 ml). Sodium azide (8.45 g, 130 mmoles) is added and the medium is cooled down to 10° C. The alcohol obtained in Stage 17a (11.8 g, 65 mmoles) dissolved in chloroform (50 ml) is added dropwise. The reaction medium is agitated for 48 hours whilst maintaining the temperature at 10-12° C. A solution of ammonium hydroxide (10%) is then added until neutralisation, then the aqueous phase is extracted with dichloromethane (3×100 ml... The reactants are dichloro(1,1′-bis(diphenylphosphino)ferrocene)palladium(II), FC(S(=O)(=O)OC=1C(CN(CC1)CC1=CC=CC=C1)(F)F)(F)F (1-benzyl-3,3-difluoro-1,2,3,6-tetrahydropyridin-4-yl trifluoromethanesulfonate), OC1=CC=C(C=C1)B(O)O (4-hydroxyphenylboronic acid), C([O-])([O-])=O.[Na+].[Na+] (sodium carbonate), O (water). The solvent is CN(C)C=O (DMF), C(C)(=O)O (acetic acid). Run at temperature 90 celsius, time 3 hour. Product: C(C1=CC=CC=C1)N1CC(C(=CC1)C1=CC=C(C=C1)O)(F)F (4-(1-benzyl-3,3-difluoro-1,2,3,6-tetrahydropyridin-4-yl)phenol). The yield is 77.2%. Reaction SMILES: FC(F)(F)S(O[C:7]1[C:8]([F:21])([F:20])[CH2:9][N:10]([CH2:13][C:14]2[CH:19]=[CH:18][CH:17]=[CH:16][CH:15]=2)[CH2:11][CH:12]=1)(=O)=O.[OH:24][C:25]1[CH:30]=[CH:29][C:28](B(O)O)=[CH:27][CH:26]=1.C(=O)([O-])[O-].[Na+].[Na+].O>CN(C=O)C.C(O)(=O)C>[CH2:13]([N:10]1[CH2:11][CH:12]=[C:7]([C:28]2[CH:29]=[CH:30][C:25]([OH:24])=[CH:26][CH:27]=2)[C:8]([F:21])([F:20])[CH2:9]1)[C:14]1[CH:19]=[CH:18][CH:17]=[CH:16][CH:15]=1 |f:2.3.4|. Procedure: To a mixture of 1-benzyl-3,3-difluoro-1,2,3,6-tetrahydropyridin-4-yl trifluoromethanesulfonate (1.13 g), 4-hydroxyphenylboronic acid (0.43 g) and sodium carbonate (1.01 g) in DMF (10 mL) was added dichloro(1,1′-bis(diphenylphosphino)ferrocene)palladium(II) (73 mg) under nitrogen atmosphere. The reaction mixture was stirred at 90° C. for 3 hr. The reaction mixture was added to water, and the mixture was adjusted to pH=5 with acetic acid, and extracted with ethyl acetate. The organic layer was was... Reactants: CCCBr, CC(C)CCOc1ccc2ccccc2c1C=O, O=Cc1c(O)ccc2ccccc12. Yields the product CCCOc1ccc2ccccc2c1C=O. As a reaction SMILES: [Br:32][CH2:33][CH2:34][CH3:35].[CH2:1]([CH2:2][CH:3]([CH3:4])[CH3:5])[O:6][c:7]1[c:8]([CH:17]=[O:18])[c:9]2[cH:10][cH:11][cH:12][cH:13][c:14]2[cH:15][cH:16]1.[OH:19][c:20]1[cH:21][cH:22][c:23]2[c:24]([cH:25][cH:26][cH:27][cH:28]2)[c:29]1[CH:30]=[O:31]>>[CH2:1]([CH2:2][CH3:3])[O:6][c:7]1[c:8]([CH:17]=[O:18])[c:9]2[cH:10][cH:11][cH:12][cH:13][c:14]2[cH:15][cH:16]1. Procedure: A mixture of biphenyl-4,4′-dicarboxylic acid (15.2 g, 63 mmol), 100 mL of n-butanol, 200 mL of toluene, and a catalytic amount of p-toluenesulfonic acid was heated at reflux with continuous separation of evolved water (Dean-Stark trap) for 7 d. The reaction mixture was cooled to ambient, diluted with dichloromethane, filtered, washed with 10% aqueous NaHCO3 then with brine, dried (MgSO4), and concentrated. The crude product was purified by recrystallization from heptane to obtain 13.4 g (60% of ... Yields the product C1(=CC=C(C=C1)C(=O)OCCCC)C1=CC=C(C=C1)C(=O)OCCCC (dibutyl 4,4′-biphenyldicarboxylate). Reactants: C1(=CC=C(C=C1)C(=O)O)C1=CC=C(C=C1)C(=O)O (biphenyl-4,4′-dicarboxylic acid), C(CCC)O (n-butanol), C1(=CC=CC=C1)C (toluene), C1(=CC=C(C=C1)S(=O)(=O)O)C (p-toluenesulfonic acid). Run in ClCCl (dichloromethane), O (water). Reaction SMILES: [C:1]1([C:10]2[CH:15]=[CH:14][C:13]([C:16]([OH:18])=[O:17])=[CH:12][CH:11]=2)[CH:6]=[CH:5][C:4]([C:7]([OH:9])=[O:8])=[CH:3][CH:2]=1.[CH2:19](O)[CH2:20][CH2:21][CH3:22].[C:24]1(C)[CH:29]=CC=[CH:26][CH:25]=1.C1(C)C=CC(S(O)(=O)=O)=CC=1>ClCCl.O>[C:1]1([C:10]2[CH:15]=[CH:14][C:13]([C:16]([O:18][CH2:29][CH2:24][CH2:25][CH3:26])=[O:17])=[CH:12][CH:11]=2)[CH:6]=[CH:5][C:4]([C:7]([O:9][CH2:19][CH2:20][CH2:21][CH3:22])=[O:8])=[CH:3][CH:2]=1. The reactants are C(C)(=O)O[C@@H]1CC2=CC[C@H]3[C@@H]4CC=C([C@@]4(C)CC[C@@H]3[C@]2(CC1)C)C=1C=NC=CC1 (3β-acetoxy-17-(3-pyridyl)androsta-5,16-diene), [OH-].[Na+] (sodium hydroxide), C([O-])(O)=O.[Na+] (sodium bicarbonate), Cl (hydrochloric acid). Solvent: CO (methanol), O (water). Run at temperature 80 celsius, time 5 minute. The product is N1=CC(=CC=C1)C=1[C@]2(C)[C@@H](CC1)[C@@H]1CC=C3C[C@H](CC[C@]3(C)[C@H]1CC2)O (17-(3-Pyridyl)androsta-5.16-dien-3β-ol). Isolated yield 79.0%. RXN SMILES: C([O:4][C@H:5]1[CH2:22][CH2:21][C@@:20]2([CH3:23])[C:7](=[CH:8][CH2:9][C@@H:10]3[C@@H:19]2[CH2:18][CH2:17][C@@:15]2([CH3:16])[C@H:11]3[CH2:12][CH:13]=[C:14]2[C:24]2[CH:25]=[N:26][CH:27]=[CH:28][CH:29]=2)[CH2:6]1)(=O)C.[OH-].[Na+].Cl.C(=O)(O)[O-].[Na+]>CO.O>[N:26]1[CH:27]=[CH:28][CH:29]=[C:24]([C:14]2[C@:15]3([CH2:17][CH2:18][C@H:19]4[C@@H:10]([CH2:9][CH:8]=[C:7]5[C@:20]4([CH3:23])[CH2:21][CH2:22][C@H:5]([OH:4])[CH2:6]5)[C@@H:11]3[CH2:12][CH:13]=2)[CH3:16])[CH:25]=1 |f:1.2,4.5|. Reported procedure: To a solution of 3β-acetoxy-17-(3-pyridyl)androsta-5,16-diene (4.90g, 12.5 mmol) in methanol (50 ml) was added an aqueous solution of sodium hydroxide (10% w/v, 10 ml) and the mixture heated, with stirring, on an oil bath at 80° C. for 5 min., then allowed to cool. The mixture was poured into water, neutralised with hydrochloric acid (1M), rebasified with sainted sodium bicarbonate solution, and extracted with hot toluene (3×100 ml). The toluene extracts were combined, dried (Na2CO3), and concen... The reactants are CC1(C)OCc2cc(C3CN(CCCCCCOCCCCc4cccc(S(=O)C5CCCC5)c4)C(=O)O3)ccc2O1, C1CCOC1. Yields the product CC1(C)OCc2cc(C(O)CNCCCCCCOCCCCc3cccc(S(=O)C4CCCC4)c3)ccc2O1. RXN SMILES: [CH:1]1([S:6](=[O:7])[c:8]2[cH:9][c:10]([CH2:14][CH2:15][CH2:16][CH2:17][O:18][CH2:19][CH2:20][CH2:21][CH2:22][CH2:23][CH2:24][N:25]3[C:26](=[O:42])[O:27][CH:28]([c:30]4[cH:31][c:32]5[c:33]([cH:40][cH:41]4)[O:34][C:35]([CH3:38])([CH3:39])[O:36][CH2:37]5)[CH2:29]3)[cH:11][cH:12][cH:13]2)[CH2:2][CH2:3][CH2:4][CH2:5]1.[O:43]1[CH2:44][CH2:45][CH2:46][CH2:47]1>>[CH:1]1([S:6](=[O:7])[c:8]2[cH:9][c:10]([CH2:14][CH2:15][CH2:16][CH2:17][O:18][CH2:19][CH2:20][CH2:21][CH2:22][CH2:23][CH2:24][NH:25][CH2:29][CH:28]([OH:27])[c:30]3[cH:31][c:32]4[c:33]([cH:40][cH:41]3)[O:34][C:35]([CH3:38])([CH3:39])[O:36][CH2:37]4)[cH:11][cH:12][cH:13]2)[CH2:2][CH2:3][CH2:4][CH2:5]1. Starting materials: COC1=CC=C(CN2N=C(C=3C2=NC=CC3)C(C)=O)C=C1 (1-[1-(4-methoxybenzyl)-1H-pyrazolo[3,4-b]pyridin-3-yl]ethanone). The solvent is FC(C(=O)O)(F)F (trifluoroacetic acid). Yields the product N1N=C(C=2C1=NC=CC2)C(C)=O (1-(1H-pyrazolo[3,4-b]pyridin-3-yl)ethanone). RXN SMILES: COC1C=CC(C[N:8]2[C:12]3=[N:13][CH:14]=[CH:15][CH:16]=[C:11]3[C:10]([C:17](=[O:19])[CH3:18])=[N:9]2)=CC=1>FC(F)(F)C(O)=O>[NH:8]1[C:12]2=[N:13][CH:14]=[CH:15][CH:16]=[C:11]2[C:10]([C:17](=[O:19])[CH3:18])=[N:9]1. Procedure details: To 1-[1-(4-methoxybenzyl)-1H-pyrazolo[3,4-b]pyridin-3-yl]ethanone (3.14 g) was added trifluoroacetic acid (20 mL), and the mixture was heated to reflux for 2 days. The reaction solution was concentrated under reduced pressure. The resulting residue was diluted with ethyl acetate, and then sequentially washed with aqueous saturated sodium hydrogen carbonate solution and saturated saline, dried over magnesium sulfate, and then concentrated under reduced pressure. The resulting residue was purified...